This data is from the Open Reaction Database (ORD), a public repository of structured organic reaction records. The task is: describe an organic reaction: reactants, conditions, products, and yield The reactants are COc1ccc(S(=O)(=O)N2CCCC3CC=CC=C32)nn1, Cl, C1COCCO1. Product: O=c1ccc(S(=O)(=O)N2CCCC3CC=CC=C32)n[nH]1. Reaction SMILES: [CH3:1][O:2][c:3]1[n:4][n:5][c:6]([S:9](=[O:10])(=[O:11])[N:12]2[CH2:13][CH2:14][CH2:15][CH:16]3[CH2:17][CH:18]=[CH:19][CH:20]=[C:21]23)[cH:7][cH:8]1.[ClH:22].[O:23]1[CH2:24][CH2:25][O:26][CH2:27][CH2:28]1>>[O:2]=[c:3]1[nH:4][n:5][c:6]([S:9](=[O:10])(=[O:11])[N:12]2[CH2:13][CH2:14][CH2:15][CH:16]3[CH2:17][CH:18]=[CH:19][CH:20]=[C:21]23)[cH:7][cH:8]1. Reactants: ClC1=C(C(=CC=C1)Cl)NC1=NC=2C=C(C3=C(N=C(O3)C)C2N1)C(=O)O (7-[(2,6-dichlorophenyl)amino]-2-methyl-8H-imidazo[4,5-e][1,3]benzoxazole-4-carboxylic acid), S(=O)(Cl)Cl (thionyl chloride), C(CCCCC)N (hexan-1-amine), CCN(C(C)C)C(C)C (DIPEA). Run in C1=CC=CC=C1 (benzene), C1CCOC1 (THF). Reaction conditions: time 1 hour. The product is ClC1=C(C(=CC=C1)Cl)NC1=NC=2C=C(C3=C(N=C(O3)C)C2N1)C(=O)NCCCCCC (7-[(2,6-Dichlorophenyl)amino]-N-hexyl-2-methyl-8H-imidazo[4,5-e][1,3]benzoxazole-4-carboxamide). Yield: 32.9%. As a reaction SMILES: [Cl:1][C:2]1[CH:7]=[CH:6][CH:5]=[C:4]([Cl:8])[C:3]=1[NH:9][C:10]1[NH:22][C:21]2[C:16]3[N:17]=[C:18]([CH3:20])[O:19][C:15]=3[C:14]([C:23]([OH:25])=O)=[CH:13][C:12]=2[N:11]=1.S(Cl)(Cl)=O.[CH2:30]([NH2:36])[CH2:31][CH2:32][CH2:33][CH2:34][CH3:35].CCN(C(C)C)C(C)C>C1C=CC=CC=1.C1COCC1>[Cl:8][C:4]1[CH:5]=[CH:6][CH:7]=[C:2]([Cl:1])[C:3]=1[NH:9][C:10]1[NH:22][C:21]2[C:16]3[N:17]=[C:18]([CH3:20])[O:19][C:15]=3[C:14]([C:23]([NH:36][CH2:30][CH2:31][CH2:32][CH2:33][CH2:34][CH3:35])=[O:25])=[CH:13][C:12]=2[N:11]=1. Reported procedure: To a solution of 7-[(2,6-dichlorophenyl)amino]-2-methyl-8H-imidazo[4,5-e][1,3]benzoxazole-4-carboxylic acid (Intermediate-55, 0.050 g, 0.132 mmol) in benzene (2 mL) was added thionyl chloride (1.5 mL) at 5-10° C. The reaction mass was refluxed for 3 h. To a solution of hexan-1-amine (0.020 g, 0.198 mmol) in THF (5.0 mL), DIPEA (0.086 g, 0.663 mmol) was added under N2-atmosphere at RT. The solution was stirred for 1 h at RT and above prepared solution was added to reaction mixture. The whole reac... Reactants: CCO, CC(=O)[O-], COc1cc2c(cc1OC)C(=O)CC2, CCO, Cl, NO, [Na+], O, O. Yields the product COc1cc2c(cc1OC)C(=NO)CC2. As a reaction SMILES: [CH2:28]([OH:29])[CH3:30].[CH3:19][C:20](=[O:21])[O-:22].[CH3:1][O:2][c:3]1[cH:4][c:5]2[c:9]([cH:10][c:11]1[O:12][CH3:13])[C:8](=[O:14])[CH2:7][CH2:6]2.[CH3:24][CH2:25][OH:26].[ClH:15].[NH2:16][OH:17].[Na+:18].[OH2:23].[OH2:27]>>[CH3:1][O:2][c:3]1[cH:4][c:5]2[c:9]([cH:10][c:11]1[O:12][CH3:13])[C:8](=[N:16][OH:17])[CH2:7][CH2:6]2.